This data is from the Open Reaction Database (ORD), a public repository of structured organic reaction records. The task is: describe an organic reaction: reactants, conditions, products, and yield Reactants: C(CCC)C1=NC2=C(N1CC1=CC=C(C=C1)C=1C(=CC=CC1)C(=O)OC(C)(C)C)C=C(C=C2)N(CCCCNC2=CC=CC=C2)CCCCC (tert.butyl 4'-[(2-n-butyl-6-(N-(4-phenylamino-n-butyl)-n-pentylamino)-benzimidazol-1-yl)-methyl]biphenyl-2-carboxylate), FC(C(=O)O)(F)F (trifluoroacetic acid). Solvent: C(Cl)Cl (methylene chloride). Yields the product C(CCC)C1=NC2=C(N1CC1=CC=C(C=C1)C=1C(=CC=CC1)C(=O)O)C=C(C=C2)N(CCCCNC2=CC=CC=C2)CCCCC (4'-[(2-n-Butyl-6-(N-(4-phenylamino-n-butyl)-n-pentylamino)-benzimidazol-1-yl)-methyl]biphenyl-2-carboxylicacid). RXN SMILES: [CH2:1]([C:5]1[N:9]([CH2:10][C:11]2[CH:16]=[CH:15][C:14]([C:17]3[C:18]([C:23]([O:25]C(C)(C)C)=[O:24])=[CH:19][CH:20]=[CH:21][CH:22]=3)=[CH:13][CH:12]=2)[C:8]2[CH:30]=[C:31]([N:34]([CH2:46][CH2:47][CH2:48][CH2:49][CH3:50])[CH2:35][CH2:36][CH2:37][CH2:38][NH:39][C:40]3[CH:45]=[CH:44][CH:43]=[CH:42][CH:41]=3)[CH:32]=[CH:33][C:7]=2[N:6]=1)[CH2:2][CH2:3][CH3:4].FC(F)(F)C(O)=O>C(Cl)Cl>[CH2:1]([C:5]1[N:9]([CH2:10][C:11]2[CH:12]=[CH:13][C:14]([C:17]3[C:18]([C:23]([OH:25])=[O:24])=[CH:19][CH:20]=[CH:21][CH:22]=3)=[CH:15][CH:16]=2)[C:8]2[CH:30]=[C:31]([N:34]([CH2:46][CH2:47][CH2:48][CH2:49][CH3:50])[CH2:35][CH2:36][CH2:37][CH2:38][NH:39][C:40]3[CH:45]=[CH:44][CH:43]=[CH:42][CH:41]=3)[CH:32]=[CH:33][C:7]=2[N:6]=1)[CH2:2][CH2:3][CH3:4]. Procedure details: Prepared in analogous manner to Example 9 from tert.butyl 4'-[(2-n-butyl-6-(N-(4-phenylamino-n-butyl)-n-pentylamino)-benzimidazol-1-yl)-methyl]biphenyl-2-carboxylate and trifluoroacetic acid in methylene chloride. Starting materials: N1C[C@@H](CCC1)NC(OC(C)(C)C)=O (tert-butyl (3R)-piperidin-3-ylcarbamate), C([O-])([O-])=O.[K+].[K+] (Potassium Carbonate), BrCC1=C(C#N)C=CC=C1 (2-(bromomethyl)benzonitrile). Run at time 2.5 hour. The product is C(#N)C1=C(CN2C[C@@H](CCC2)NC(OC(C)(C)C)=O)C=CC=C1 (tert-butyl [(3R)-1-(2-cyanobenzyl)piperidin-3-yl]carbamate). RXN SMILES: [NH:1]1[CH2:6][CH2:5][CH2:4][C@@H:3]([NH:7][C:8](=[O:14])[O:9][C:10]([CH3:13])([CH3:12])[CH3:11])[CH2:2]1.C(=O)([O-])[O-].[K+].[K+].Br[CH2:22][C:23]1[CH:30]=[CH:29][CH:28]=[CH:27][C:24]=1[C:25]#[N:26]>>[C:25]([C:24]1[CH:27]=[CH:28][CH:29]=[CH:30][C:23]=1[CH2:22][N:1]1[CH2:6][CH2:5][CH2:4][C@@H:3]([NH:7][C:8](=[O:14])[O:9][C:10]([CH3:11])([CH3:13])[CH3:12])[CH2:2]1)#[N:26] |f:1.2.3|. Procedure details: To a microwave vial equipped with a stir bar was added tert-butyl (3R)-piperidin-3-ylcarbamate (3000 mg, 14.98 mmol), Potassium Carbonate (6211 mg, 44.9 mmol), and 2-(bromomethyl)benzonitrile (3230 mg, 16.48 mmol). The vial was sealed and stirred at room temperature. The LCMS taken after 2.5 hours indicates the formation of the desired product. The crude reaction mixture was filtered and concentrated in vacuo. The material was dry loaded onto a 50 g column. The column was run from 100% dichlorom... The reactants are C(C)(C)(C)OC(NC1=C(C=CC(=C1)OCC(F)(F)F)NC(CC(C1=CC(=CC=C1)C1=CC=NC=C1)=O)=O)=O ([2-[3-oxo-3-(3-pyridin-4-yl-phenyl)-propionylamino]-5-(2,2,2-trifluoro-ethoxy)-phenyl]-carbamic acid tert-butyl ester), C(=O)(C(F)(F)F)O (TFA). Solvent: C(Cl)Cl (CH2Cl2). Product: N1=CC=C(C=C1)C=1C=C(C=CC1)C1=NC2=C(NC(C1)=O)C=CC(=C2)OCC(F)(F)F (4-(3-Pyridin-4-yl-phenyl)-7-(2,2,2-trifluoro-ethoxy)-1,3-dihydro-benzo[b][1,4]diazepin-2-one), solid. RXN SMILES: C(OC(=O)[NH:7][C:8]1[CH:13]=[C:12]([O:14][CH2:15][C:16]([F:19])([F:18])[F:17])[CH:11]=[CH:10][C:9]=1[NH:20][C:21](=[O:37])[CH2:22][C:23](=O)[C:24]1[CH:29]=[CH:28][CH:27]=[C:26]([C:30]2[CH:35]=[CH:34][N:33]=[CH:32][CH:31]=2)[CH:25]=1)(C)(C)C.C(O)(C(F)(F)F)=O>C(Cl)Cl>[N:33]1[CH:34]=[CH:35][C:30]([C:26]2[CH:25]=[C:24]([C:23]3[CH2:22][C:21](=[O:37])[NH:20][C:9]4[CH:10]=[CH:11][C:12]([O:14][CH2:15][C:16]([F:19])([F:18])[F:17])=[CH:13][C:8]=4[N:7]=3)[CH:29]=[CH:28][CH:27]=2)=[CH:31][CH:32]=1. Reported procedure: The title compound was prepared from [2-[3-oxo-3-(3-pyridin-4-yl-phenyl)-propionylamino]-5-(2,2,2-trifluoro-ethoxy)-phenyl]-carbamic acid tert-butyl ester (Example M54) (250 mg, 0.47 mmol) by treatment with TFA in CH2Cl2 according to the general procedure N. Obtained as a light yellow solid (80 mg). The reactants are COc1cc(C)c2c(c1)OCC1C2(C)CCC2C(C)(C)CCCC21C, CN1CCCC1=O. The product is Cc1cc(O)cc2c1C1(C)CCC3C(C)(C)CCCC3(C)C1CO2. As a reaction SMILES: [CH3:1][O:2][c:3]1[cH:4][c:5]([CH3:25])[c:6]2[c:19]([cH:20]1)[O:18][CH2:17][CH:16]1[C:7]2([CH3:24])[CH2:8][CH2:9][CH:10]2[C:11]([CH3:22])([CH3:23])[CH2:12][CH2:13][CH2:14][C:15]21[CH3:21].[CH3:26][N:27]1[CH2:28][CH2:29][CH2:30][C:31]1=[O:32]>>[OH:2][c:3]1[cH:4][c:5]([CH3:25])[c:6]2[c:19]([cH:20]1)[O:18][CH2:17][CH:16]1[C:7]2([CH3:24])[CH2:8][CH2:9][CH:10]2[C:11]([CH3:22])([CH3:23])[CH2:12][CH2:13][CH2:14][C:15]21[CH3:21].